From a dataset of the Open Reaction Database (ORD), a public repository of structured organic reaction records. describe an organic reaction: reactants, conditions, products, and yield The reactants are ClC1=C(C(=O)NC2=C(C=NC=C2F)F)C(=CC=C1)Cl (2,6-dichloro-N-(3,5-difluoropyridin-4-yl)-benzamide), S(=O)(Cl)Cl (thionyl chloride). Run at temperature 85 celsius, time 26 hour. Product: ClC1=C(C(=NC2=C(C=NC=C2F)F)Cl)C(=CC=C1)Cl (2,6-Dichloro-N-(3,5-difluoropyridin-4-yl)-benzimidoyl chloride). RXN SMILES: [Cl:1][C:2]1[CH:18]=[CH:17][CH:16]=[C:15]([Cl:19])[C:3]=1[C:4]([NH:6][C:7]1[C:12]([F:13])=[CH:11][N:10]=[CH:9][C:8]=1[F:14])=O.S(Cl)([Cl:22])=O>>[Cl:1][C:2]1[CH:18]=[CH:17][CH:16]=[C:15]([Cl:19])[C:3]=1[C:4]([Cl:22])=[N:6][C:7]1[C:12]([F:13])=[CH:11][N:10]=[CH:9][C:8]=1[F:14]. Procedure details: A stirred suspension of 2,6-dichloro-N-(3,5-difluoropyridin-4-yl)-benzamide (14.5 g, 47.8 mmol) in thionyl chloride (130 mL) was heated at 85° C. for 20 hours and then at 90° C. for 26 hours under argon. After cooling to room temperature, the volatiles were removed under reduced pressure, azeotroped with toluene (×3) to afford the title compound as a yellow solid (15.7 g, quantitative). LCMS (Method D): RT=4.16 min, m/z: 321 [M+H+].